Dataset: the Open Reaction Database (ORD), a public repository of structured organic reaction records. Task: describe an organic reaction: reactants, conditions, products, and yield Reactants: Cc1cc2c(cc1C=O)OCO2, FC(F)(F)c1ccnc(Cl)c1. Yields the product Cc1cc2c(cc1C(O)c1c(C(F)(F)F)ccnc1Cl)OCO2. RXN SMILES: [CH3:12][c:13]1[c:14]([CH:15]=[O:16])[cH:17][c:18]2[c:19]([cH:20]1)[O:21][CH2:22][O:23]2.[Cl:1][c:2]1[n:3][cH:4][cH:5][c:6]([C:8]([F:9])([F:10])[F:11])[cH:7]1>>[Cl:1][c:2]1[n:3][cH:4][cH:5][c:6]([C:8]([F:9])([F:10])[F:11])[c:7]1[CH:15]([c:14]1[c:13]([CH3:12])[cH:20][c:19]2[c:18]([cH:17]1)[O:23][CH2:22][O:21]2)[OH:16]. The reactants are C(C)OC(C(CO)C1=CC=C(C=C1)OCC)=O (ethyl-2-p-ethoxyphenyl-3-hydroxypropionate), Cl (HCl). The solvent is [OH-].[K+] (potassium hydroxide). Yields the product C(C)OC1=CC=C(C=C1)C(C(=O)O)=C (2-p-Ethoxyphenyl acrylic acid). As a reaction SMILES: C([O:3][C:4](=[O:17])[CH:5]([C:8]1[CH:13]=[CH:12][C:11]([O:14][CH2:15][CH3:16])=[CH:10][CH:9]=1)[CH2:6]O)C.Cl>[OH-].[K+]>[CH2:15]([O:14][C:11]1[CH:12]=[CH:13][C:8]([C:5](=[CH2:6])[C:4]([OH:17])=[O:3])=[CH:9][CH:10]=1)[CH3:16] |f:2.3|. Reported procedure: The ethyl-2-p-ethoxyphenyl-3-hydroxypropionate (0.7 g) was refluxed for 7 h in potassium hydroxide solution (20%, 2 ml). It was acidified with dilute HCl and the crude acid (0.46 g, m.p. 103°-107°) used for the next step without further purification. Product: C(C)(C)(C)OC(=O)C1N(CC2=CC=CC=C2C1)C(C(C)=O)=O (2-(2-Oxo-propionyl)-1,2,3,4-tetrahydroisoquinoline-3-carboxylic acid tertiary-butyl ester). Solvent: C(Cl)(Cl)Cl (chloroform), C(Cl)(Cl)Cl (chloroform). Reaction SMILES: [C:1]([OH:6])(=O)[C:2]([CH3:4])=[O:3].[NH:7]1[CH2:16][C:15]2[C:10](=[CH:11][CH:12]=[CH:13][CH:14]=2)[CH2:9][C@H:8]1[C:17]([O:19][C:20]([CH3:23])([CH3:22])[CH3:21])=[O:18].C1(N=C=NC2CCCCC2)CCCCC1>C(Cl)(Cl)Cl>[C:20]([O:19][C:17]([CH:8]1[CH2:9][C:10]2[C:15](=[CH:14][CH:13]=[CH:12][CH:11]=2)[CH2:16][N:7]1[C:1](=[O:6])[C:2](=[O:3])[CH3:4])=[O:18])([CH3:23])([CH3:21])[CH3:22]. Run at temperature -50 celsius, time 16 hour. The reactants are C(C(=O)C)(=O)O (pyruvic acid), N1[C@@H](CC2=CC=CC=C2C1)C(=O)OC(C)(C)C (Tic-OBut), C1(CCCCC1)N=C=NC1CCCCC1 (dicyclohexylcarbodiimide). Procedure: A cooled and freshly distilled solution of 270 mg of pyruvic acid in 5 ml of chloroform is rapidly stirred into a solution of 700 mg of Tic-OBut and 630 mg of dicyclohexylcarbodiimide in 15 ml of anhydrous chloroform, the latter solution having been cooled to -50° C. The mixture is left for 16 hours in a deep-freezing cabinet (-20° C.), and the precipitated dicyclohexylurea is filtered off. The solution is washed with KHSO4 solution and then with KHCO3 solution, dried over Na2SO4, and concentrat... The product is N1=C(C=CC=C1)C1(CCCC1)C#N (1-pyridin-2-yl-cyclopentanecarbonitrile). Starting materials: N1=C(C=CC=C1)CC#N (pyridin-2-yl-acetonitrile), BrCCCCBr (1,4-dibromo-butane), [H-].[Na+] (sodium hydride). Procedure: To a suspension of sodium hydride (60%) (0.745 g, 18.644 mmol) in dimethyl sulfoxide (10 mL) was dropwise added a mixture of pyridin-2-yl-acetonitrile (429) (1 g, 8.475 mmol) and 1,4-dibromo-butane (1.831 g, 8.475 mmol) dissolved in dimethyl sulfoxide-ether (10 mL, 1:1) at 0° C. and the reaction mixture was stirred for 30 min at the same temperature and then stirred at room temperature for 4 h. After completion of the reaction (monitored by silica TLC, Rf=0.4, in 10% ethyl acetate/hexane) the mi... As a reaction SMILES: [H-].[Na+].[N:3]1[CH:8]=[CH:7][CH:6]=[CH:5][C:4]=1[CH2:9][C:10]#[N:11].Br[CH2:13][CH2:14][CH2:15][CH2:16]Br>CS(C)=O.C(OCC)(=O)C.CCCCCC>[N:3]1[CH:8]=[CH:7][CH:6]=[CH:5][C:4]=1[C:9]1([C:10]#[N:11])[CH2:16][CH2:15][CH2:14][CH2:13]1 |f:0.1,5.6|. Conditions: time 30 minute. The solvent is dimethyl sulfoxide-ether, CS(=O)C (dimethyl sulfoxide), C(C)(=O)OCC.CCCCCC (ethyl acetate hexane). The yield is 82.2%. Reactants: C(C)(C)(C)OC(=O)N1CCC=2C(=C(N3N=CC=C3N2)Cl)CC1 (10-chloro-5,6,8,9-tetrahydro-1,4,7,10a-tetraaza-cyclohepta[f]indene-7-carboxylic acid tert-butyl ester), IN1C(CCC1=O)=O (N-iodosuccinimide), CCOC(=O)C (EtOAc). Run in CN(C)C=O (DMF). Run at time 16 hour. Yields the product C(C)(C)(C)OC(=O)N1CCC=2C(=C(N3N=CC(=C3N2)I)Cl)CC1 (10-Chloro-3-iodo-5,6,8,9-tetrahydro-1,4,7,10a-tetraaza-cyclohepta[f]indene-7-carboxylic acid tert-butyl ester). RXN SMILES: [C:1]([O:5][C:6]([N:8]1[CH2:22][CH2:21][C:12]2=[C:13]([Cl:20])[N:14]3[C:18]([N:19]=[C:11]2[CH2:10][CH2:9]1)=[CH:17][CH:16]=[N:15]3)=[O:7])([CH3:4])([CH3:3])[CH3:2].[I:23]N1C(=O)CCC1=O.CCOC(C)=O>CN(C=O)C>[C:1]([O:5][C:6]([N:8]1[CH2:22][CH2:21][C:12]2=[C:13]([Cl:20])[N:14]3[C:18]([N:19]=[C:11]2[CH2:10][CH2:9]1)=[C:17]([I:23])[CH:16]=[N:15]3)=[O:7])([CH3:4])([CH3:2])[CH3:3]. Procedure: To 0.1 g (0.31 mmol) 10-chloro-5,6,8,9-tetrahydro-1,4,7,10a-tetraaza-cyclohepta[f]indene-7-carboxylic acid tert-butyl ester (route 1, step a to d) in 2 mL DMF, under nitrogen, was added 0.104 g (0.46 mmol) N-iodosuccinimide, and the reaction was stirred at room temperature for 16 hours. 20 mL EtOAc was added and the mixture was washed with a 10% solution of Na2S2O3 (2×5 mL). The aqueous layers were combined and extracted with EtOAc (2×10 mL). The organic layers were combined, washed with 10 mL s... Starting materials: [Br-], O=C([O-])O, Cc1cc(C(F)(F)F)ccc1N, CC(=O)O, [K+], [Na+], O. RXN SMILES: [Br-:14].[C:16](=[O:17])([OH:18])[O-:19].[CH3:1][c:2]1[c:3]([NH2:4])[cH:5][cH:6][c:7]([C:9]([F:10])([F:11])[F:12])[cH:8]1.[CH3:21][C:22](=[O:23])[OH:24].[K+:13].[Na+:20].[OH2:15]>>[CH3:1][c:2]1[c:3]([NH2:4])[c:5]([Br:14])[cH:6][c:7]([C:9]([F:10])([F:11])[F:12])[cH:8]1. The product is Cc1cc(C(F)(F)F)cc(Br)c1N. Run at time 8 hour. Reaction SMILES: [C:1]([C:3]1[CH:4]=[C:5]([CH:10]=[CH:11][C:12]=1[CH2:13][CH3:14])[C:6]([O:8]C)=[O:7])#[N:2].[OH-].[Na+]>CO.O>[C:1]([C:3]1[CH:4]=[C:5]([CH:10]=[CH:11][C:12]=1[CH2:13][CH3:14])[C:6]([OH:8])=[O:7])#[N:2] |f:1.2|. Reported procedure: Methyl 3-cyano-4-ethyl-benzoate (D45) (1.92 g) was dissolved in MeOH (50 mL) before adding 1M NaOH solution (15.24 mL) and stirring the resulting mixture overnight at room temperature, under argon. The reaction mixture was diluted with water, and extracted with EtOAc. The aqueous layer was acidified to pH1 using 2M HCl before extracting with EtOAc. The combined extracts were washed with brine, dried over MgSO4 and the solvent evaporated to dryness in vacuo to afford the title compound (1.63 g). ... Starting materials: C(#N)C=1C=C(C(=O)OC)C=CC1CC (Methyl 3-cyano-4ethyl-benzoate), [OH-].[Na+] (NaOH). The yield is 91.7%. Solvent: CO (MeOH), O (water). The product is C(#N)C=1C=C(C(=O)O)C=CC1CC (3-Cyano-4-ethyl benzoic acid). The reactants are ClC1=CC=C(C=N1)NC(=O)C=1N(C2=CC=C(C=C2C1)F)CC1=CC(=CC=C1)F (N-[6-chloropyridin-3-yl]-5-fluoro-1-(3-fluorobenzyl)-1H-indole-2-carboxamide), OC1CNCC1 (3-hydroxypyrrolidine), O (water). Solvent: CN1C(CCC1)=O (N-methylpyrrolidinone). Product: OC1CN(CC1)C1=CC=C(C=N1)NC(=O)C=1N(C2=CC=C(C=C2C1)F)CC1=CC(=CC=C1)F (N-[6-(3-Hydroxypyrrolidin-1-yl)pyridin-3-yl]-5-fluoro-1-(3-fluorobenzyl)-1H-indole-2-carboxamide). RXN SMILES: Cl[C:2]1[N:7]=[CH:6][C:5]([NH:8][C:9]([C:11]2[N:12]([CH2:21][C:22]3[CH:27]=[CH:26][CH:25]=[C:24]([F:28])[CH:23]=3)[C:13]3[C:18]([CH:19]=2)=[CH:17][C:16]([F:20])=[CH:15][CH:14]=3)=[O:10])=[CH:4][CH:3]=1.[OH:29][CH:30]1[CH2:34][CH2:33][NH:32][CH2:31]1.O>CN1CCCC1=O>[OH:29][CH:30]1[CH2:34][CH2:33][N:32]([C:2]2[N:7]=[CH:6][C:5]([NH:8][C:9]([C:11]3[N:12]([CH2:21][C:22]4[CH:27]=[CH:26][CH:25]=[C:24]([F:28])[CH:23]=4)[C:13]4[C:18]([CH:19]=3)=[CH:17][C:16]([F:20])=[CH:15][CH:14]=4)=[O:10])=[CH:4][CH:3]=2)[CH2:31]1. Procedure details: A mixture of 0.4 g (1.01 mmol) of N-[6-chloropyridin-3-yl]-5-fluoro-1-(3-fluorobenzyl)-1H-indole-2-carboxamide, prepared in step 3.1, and 0.81 ml (10.06 mmol) of 3-hydroxypyrrolidine in 1.2 ml of N-methylpyrrolidinone is heated for 20 minutes in a microwave oven regulated at 200° C. under 300 watts. The reaction mixture is then poured into 50 ml of water. A solid is recovered by filtration and purified by silica column chromatography, elution being carried out with a mixture of dichloromethane a... Starting materials: stannous chloride dihydrate, N(=O)[O-].[Na+] (sodium nitrite), Cl.NC1=CC=C(C2=CC=CC=C12)C(=O)O (4-amino-1-naphthalenecarboxylic acid hydrochloride). The solvent is CC#N (MeCN), O (water), Cl (HCl), O (water), Cl (HCl). Run at temperature 2.5 celsius, time 2 hour. Product: Cl.N(N)C1=CC=C(C2=CC=CC=C12)C(=O)O (4-Hydrazino-1-naphthalenecarboxylic Acid Hydrochloride). Isolated yield 85.9%. Reaction SMILES: [ClH:1].[NH2:2][C:3]1[C:12]2[C:7](=[CH:8][CH:9]=[CH:10][CH:11]=2)[C:6]([C:13]([OH:15])=[O:14])=[CH:5][CH:4]=1.[N:16]([O-])=O.[Na+]>O.Cl.CC#N>[ClH:1].[NH:2]([C:3]1[C:12]2[C:7](=[CH:8][CH:9]=[CH:10][CH:11]=2)[C:6]([C:13]([OH:15])=[O:14])=[CH:5][CH:4]=1)[NH2:16] |f:0.1,2.3,7.8|. Procedure details: 2.4 g of 4-amino-1-naphthalenecarboxylic acid hydrochloride are mixed at 0° C. with 80 ml of concentrated HCl. A solution of 0.89 g of sodium nitrite in 19 ml of water is added and the mixture is left stirring for 2 hours at 2-3° C. It is cooled to -10° C., and a solution of 9.7 g of stannous chloride dihydrate in 90 ml of concentrated HCl is added slowly. The temperature is allowed to rise to RT and the mixture is kept stirring for 30 minutes. 200 ml of water are added, the mixture is left stir...